This data is from the Open Reaction Database (ORD), a public repository of structured organic reaction records. The task is: describe an organic reaction: reactants, conditions, products, and yield The reactants are ClCCBr, O=C([O-])[O-], CN(C)C=O, NC(=O)c1sc(-n2cnc3ccc(O)cc32)nc1-c1cccc(Cl)c1, [Cs+], [Cs+], O. Product: NC(=O)c1sc(-n2cnc3ccc(OCCCl)cc32)nc1-c1cccc(Cl)c1. RXN SMILES: [Br:37][CH2:38][CH2:39][Cl:40].[C:26](=[O:27])([O-:28])[O-:29].[CH3:32][N:33]([CH3:34])[CH:35]=[O:36].[Cl:1][c:2]1[cH:3][c:4](-[c:8]2[n:9][c:10](-[n:16]3[cH:17][n:18][c:19]4[c:20]3[cH:21][c:22]([OH:25])[cH:23][cH:24]4)[s:11][c:12]2[C:13](=[O:14])[NH2:15])[cH:5][cH:6][cH:7]1.[Cs+:30].[Cs+:31].[OH2:41]>>[Cl:1][c:2]1[cH:3][c:4](-[c:8]2[n:9][c:10](-[n:16]3[cH:17][n:18][c:19]4[c:20]3[cH:21][c:22]([O:25][CH2:38][CH2:39][Cl:40])[cH:23][cH:24]4)[s:11][c:12]2[C:13](=[O:14])[NH2:15])[cH:5][cH:6][cH:7]1. Starting materials: COCOc1c(Br)c(C)cc2cc(OC)ccc12, COCCOC, OB(O)c1ccc(F)cc1, [Na+], [Na+], O=C([O-])[O-], c1ccc([PH](c2ccccc2)(c2ccccc2)[Pd-4]([PH](c2ccccc2)(c2ccccc2)c2ccccc2)([PH](c2ccccc2)(c2ccccc2)c2ccccc2)[PH](c2ccccc2)(c2ccccc2)c2ccccc2)cc1. The product is COCOc1c(-c2ccc(F)cc2)c(C)cc2cc(OC)ccc12. As a reaction SMILES: [Br:1][c:2]1[c:3]([O:15][CH2:16][O:17][CH3:18])[c:4]2[cH:5][cH:6][c:7]([O:13][CH3:14])[cH:8][c:9]2[cH:10][c:11]1[CH3:12].[CH3:112][O:113][CH2:114][CH2:115][O:116][CH3:117].[F:19][c:20]1[cH:21][cH:22][c:23]([B:26]([OH:27])[OH:28])[cH:24][cH:25]1.[Na+:29].[Na+:30].[O-:31][C:32](=[O:33])[O-:34].[c:35]1([PH:36]([Pd-4:37]([PH:38]([c:39]2[cH:40][cH:41][cH:42][cH:43][cH:44]2)([c:45]2[cH:46][cH:47][cH:48][cH:49][cH:50]2)[c:51]2[cH:52][cH:53][cH:54][cH:55][cH:56]2)([PH:57]([c:58]2[cH:59][cH:60][cH:61][cH:62][cH:63]2)([c:64]2[cH:65][cH:66][cH:67][cH:68][cH:69]2)[c:70]2[cH:71][cH:72][cH:73][cH:74][cH:75]2)[PH:76]([c:77]2[cH:78][cH:79][cH:80][cH:81][cH:82]2)([c:83]2[cH:84][cH:85][cH:86][cH:87][cH:88]2)[c:89]2[cH:90][cH:91][cH:92][cH:93][cH:94]2)([c:95]2[cH:96][cH:97][cH:98][cH:99][cH:100]2)[c:101]2[cH:102][cH:103][cH:104][cH:105][cH:106]2)[cH:107][cH:108][cH:109][cH:110][cH:111]1>>[c:2]1(-[c:23]2[cH:22][cH:21][c:20]([F:19])[cH:25][cH:24]2)[c:3]([O:15][CH2:16][O:17][CH3:18])[c:4]2[cH:5][cH:6][c:7]([O:13][CH3:14])[cH:8][c:9]2[cH:10][c:11]1[CH3:12]. Run in O (H2O), C(=O)(O)[O-].[Na+] (NaHCO3), C(C)O.O (ethanol water). Reaction SMILES: [Br:1][C:2]1[N:7]=[C:6]([C:8](=O)[CH3:9])[CH:5]=[CH:4][CH:3]=1.[C-]#N.[K+].[C:14](=[O:17])([O-])[O-].[NH4+:18].[NH4+:19].CCO[C:23](C)=[O:24]>C(O)C.O.O.C([O-])(O)=O.[Na+]>[Br:1][C:2]1[N:7]=[C:6]([C:8]2([CH3:9])[NH:19][C:23](=[O:24])[NH:18][C:14]2=[O:17])[CH:5]=[CH:4][CH:3]=1 |f:1.2,3.4.5,7.8,10.11|. Yields the product BrC1=CC=CC(=N1)C1(C(NC(N1)=O)=O)C (5-(6-Bromo-pyridin-2-yl)-5-methyl-imidazolidine-2,4-dione). Reactants: CCOC(=O)C (EtOAc), BrC1=CC=CC(=N1)C(C)=O (1-(6-bromo-pyridin-2-yl)-ethanone), [C-]#N.[K+] (potassium cyanide), C([O-])([O-])=O.[NH4+].[NH4+] (ammonium carbonate). Procedure details: To a solution of 1-(6-bromo-pyridin-2-yl)-ethanone (CAS 49669-13-8, 8.75 g, 43.7 mmol) and potassium cyanide (4.27 g, 65.6 mmol) in ethanol/water (40.0/26.7 ml) was added ammonium carbonate (21.02 g, 219.0 mmol). The reaction mixture was stirred in an autoclave at 100° C. for 17 h, then diluted with H2O, 1M aq. NaHCO3 soln. and EtOAc. The phases were separated and the aq. phase was reextracted with EtOAc, Et2O and DCM. The combined org. phases were dried over Na2SO4, filtered and concentrated to... Reaction conditions: temperature 100 celsius, time 17 hour. Starting materials: FC(C(=O)OI(OC(C(F)(F)F)=O)C1=CC=CC=C1)(F)F (I,I-bis-(trifluoroacetoxy)iodobenzene), CC(C)(OC(=O)NCC1=CC=C(C=C1)CCC(=O)N)C (4-[[[(1,1-dimethylethoxy)carbonyl]amino]methyl]benzenepropanamide), FC(C(=O)OI(OC(C(F)(F)F)=O)C1=CC=CC=C1)(F)F (I,I-bis-(trifluoroacetoxy)iodobenzene), C(C)#N (acetonitrile). The solvent is O (water). Conditions: temperature 40 celsius, time 8 hour. Yields the product CC(C)(OC(=O)NCC1=CC=C(C=C1)CCN)C (4-[[[(1,1-Dimethylethoxy)carbonyl]amino]methyl]benzene-ethanamine). Reaction SMILES: [CH3:1][C:2]([CH3:20])([O:4][C:5]([NH:7][CH2:8][C:9]1[CH:14]=[CH:13][C:12]([CH2:15][CH2:16]C(N)=O)=[CH:11][CH:10]=1)=[O:6])[CH3:3].FC(F)(F)C(OI(C1C=CC=CC=1)OC(=O)C(F)(F)F)=O.C(#[N:44])C>O>[CH3:1][C:2]([CH3:20])([O:4][C:5]([NH:7][CH2:8][C:9]1[CH:14]=[CH:13][C:12]([CH2:15][CH2:16][NH2:44])=[CH:11][CH:10]=1)=[O:6])[CH3:3]. Procedure details: A mixture of 10.0 g (38.1 mMol) of 4-[[[(1,1-dimethylethoxy)carbonyl]amino]methyl]benzenepropanamide, 18.5 g (43 mMol) of I,I-bis-(trifluoroacetoxy)iodobenzene, 100 ml of acetonitrile and 20 ml of water was stirred for 8 hours at a reaction temperature of 40° C. A further 2.5 g of I,I-bis-(trifluoroacetoxy)iodobenzene were added and the mixture was again kept at 40° C. for 6 hours. The acetonitrile was distilled off in vacuo, the residue was taken up in 200 ml of water, then filtered, the filtra... Reactants: CC1=NC(=CC(=[N+]1[O-])N)Cl (2-methyl4-amino-6-chloropyrimidine 3-oxide), N1CCCCC1 (piperidine). The product is CC1=NC(=CC(=[N+]1[O-])N)N1CCCCC1 (2-methyl-4-amino-6-piperidinopyrimidine 3-oxide). The yield is 69.6%. RXN SMILES: [CH3:1][C:2]1[N+:7]([O-:8])=[C:6]([NH2:9])[CH:5]=[C:4](Cl)[N:3]=1.[NH:11]1[CH2:16][CH2:15][CH2:14][CH2:13][CH2:12]1>>[CH3:1][C:2]1[N+:7]([O-:8])=[C:6]([NH2:9])[CH:5]=[C:4]([N:11]2[CH2:16][CH2:15][CH2:14][CH2:13][CH2:12]2)[N:3]=1. Procedure: A solution of 44 g (0.261 mol) of 2-methyl4-amino-6-chloropyrimidine 3-oxide in 352 ml of piperidine is refluxed gently for 4 hours 30 minutes, with stirring and under nitrogen. A yellow suspension is obtained. The suspension is cooled in a salt ice bath and the precipitate is drained and washed on the filter with 30 ml of piperidine and then with ethyl ether. It is then taken up, with stirring, twice ill 150 ml of ice-water. The solid is drained and dried under vacuum at ambient temperature. 42... Reactants: C(C)(=O)OC(C)=O (acetic anhydride), SC1=CC=C(C=C1)N1C(=CC(=C1)C)C1=CC=C(C=C1)S(N)(=O)=O (1-(4-mercaptophenyl)-4-methyl-2-(4-sulfamoylphenyl)-pyrrole), N1=CC=CC=C1 (pyridine). The solvent is O1CCCC1 (tetrahydrofuran). Conditions: time 8 hour. The product is C(C)(=O)SC1=CC=C(C=C1)N1C(=CC(=C1)C)C1=CC=C(C=C1)S(N)(=O)=O (1-(4-Acetylthiophenyl)-4-methyl-2-(4-sulfamoylphenyl)pyrrole). Yield: 43.8%. As a reaction SMILES: [SH:1][C:2]1[CH:7]=[CH:6][C:5]([N:8]2[CH:12]=[C:11]([CH3:13])[CH:10]=[C:9]2[C:14]2[CH:19]=[CH:18][C:17]([S:20](=[O:23])(=[O:22])[NH2:21])=[CH:16][CH:15]=2)=[CH:4][CH:3]=1.[C:24](OC(=O)C)(=[O:26])[CH3:25].N1C=CC=CC=1>O1CCCC1>[C:24]([S:1][C:2]1[CH:3]=[CH:4][C:5]([N:8]2[CH:12]=[C:11]([CH3:13])[CH:10]=[C:9]2[C:14]2[CH:19]=[CH:18][C:17]([S:20](=[O:23])(=[O:22])[NH2:21])=[CH:16][CH:15]=2)=[CH:6][CH:7]=1)(=[O:26])[CH3:25]. Reported procedure: 0.90 g (2.6 mmol) of 1-(4-mercaptophenyl)-4-methyl-2-(4-sulfamoylphenyl)-pyrrole (prepared as described in Example 129) was dissolved in 15 ml of tetrahydrofuran, and 0.27 ml (2.9 mmol) of acetic anhydride was added to the resulting solution. 0.53 ml (6.5 mmol) of pyridine was then added to the mixture, which was then stirred at room temperature overnight. The reaction mixture was then concentrated by evaporation under reduced pressure, and a saturated aqueous solution of sodium hydrogencarbonat...